From a dataset of the Open Reaction Database (ORD), a public repository of structured organic reaction records. describe an organic reaction: reactants, conditions, products, and yield Reactants: [OH-].[Na+] (sodium hydroxide), ClC1=CC=C(C=C1)C1=NOC2=C1[C@@H](CC[C@@H](C2)C(=O)OC)SC (methyl cis-3-(4-chlorophenyl)-5,6,7,8-tetrahydro-4-methylthio-4H-cyclohept[d]isoxazole-7-carboxylate), O (Water). Solvent: O1CCOCC1 (dioxane). Run at time 1 hour. Yields the product ClC1=CC=C(C=C1)C1=NOC2=C1[C@@H](CC[C@@H](C2)C(=O)O)SC (cis-3-(4-chlorophenyl)-5,6,7,8-tetrahydro-4-methylthio-4H-cyclohept[d]isoxazole7-carboxylic acid). Isolated yield 63.6%. RXN SMILES: [Cl:1][C:2]1[CH:7]=[CH:6][C:5]([C:8]2[C:12]3[C@H:13]([S:22][CH3:23])[CH2:14][CH2:15][C@H:16]([C:18]([O:20]C)=[O:19])[CH2:17][C:11]=3[O:10][N:9]=2)=[CH:4][CH:3]=1.[OH-].[Na+].O>O1CCOCC1>[Cl:1][C:2]1[CH:7]=[CH:6][C:5]([C:8]2[C:12]3[C@H:13]([S:22][CH3:23])[CH2:14][CH2:15][C@H:16]([C:18]([OH:20])=[O:19])[CH2:17][C:11]=3[O:10][N:9]=2)=[CH:4][CH:3]=1 |f:1.2|. Reported procedure: 0.024 g (0.068 mmol) of methyl cis-3-(4-chlorophenyl)-5,6,7,8-tetrahydro-4-methylthio-4H-cyclohept[d]isoxazole-7-carboxylate was stirred in 5 ml of dioxane and 2 ml of 1N aqueous sodium hydroxide solution were added. The mixture was stirred at room temperature for 1 hour. Water was then added and the solution was partially evaporated. The aqueous solution was acidified with 1N hydrochloric acid and the precipitate was collected, washed with water and dried to give 0.0146 g of cis-3-(4-chlorophen... The reactants are C(C)(C)(C)OP(=O)(OC(C)(C)C)O[K] (di-tert-butoxyphosphoryloxypotassium), ClC1=CC(=C(C(=O)NC2=CC(NC=C2)=O)C=C1)OC1=C(C=C(C=C1)F)C (4-chloro-2-(4-fluoro-2-methylphenoxy)-N-(2-oxo-1,2-dihydropyridin-4-yl)benzamide), ClC(=O)OCCl (chloromethyl chloroformate), CN(C)C=O (DMF). Reagents/catalysts: [I-].C(CCC)[N+](CCCC)(CCCC)CCCC (tetrabutylammonium iodide). Run in O (water), C1CCOC1 (THF), C(Cl)Cl (CH2Cl2), CCOC(=O)C (EtOAc). Conditions: time 2 hour. Product: P(=O)(OC(C)(C)C)(OC(C)(C)C)OCN1C(C=C(C=C1)NC(C1=C(C=C(C=C1)Cl)OC1=C(C=C(C=C1)F)C)=O)=O (Di-tert-butyl [4-[[4-chloro-2-(4-fluoro-2-methyl-phenoxy)benzoyl]amino]-2-oxo-1-pyridyl]methyl phosphate). Isolated yield 22.1%. RXN SMILES: [Cl:1][C:2]1[CH:17]=[CH:16][C:5]([C:6]([NH:8][C:9]2[CH:14]=[CH:13][NH:12][C:11](=[O:15])[CH:10]=2)=[O:7])=[C:4]([O:18][C:19]2[CH:24]=[CH:23][C:22]([F:25])=[CH:21][C:20]=2[CH3:26])[CH:3]=1.ClC([O:30][CH2:31]Cl)=O.CN(C=O)C.[C:38]([O:42][P:43](O[K])([O:45][C:46]([CH3:49])([CH3:48])[CH3:47])=[O:44])([CH3:41])([CH3:40])[CH3:39]>C1COCC1.CCOC(C)=O.[I-].C([N+](CCCC)(CCCC)CCCC)CCC.O.C(Cl)Cl>[P:43]([O:30][CH2:31][N:12]1[CH:13]=[CH:14][C:9]([NH:8][C:6](=[O:7])[C:5]2[CH:16]=[CH:17][C:2]([Cl:1])=[CH:3][C:4]=2[O:18][C:19]2[CH:24]=[CH:23][C:22]([F:25])=[CH:21][C:20]=2[CH3:26])=[CH:10][C:11]1=[O:15])([O:42][C:38]([CH3:41])([CH3:40])[CH3:39])([O:45][C:46]([CH3:47])([CH3:48])[CH3:49])=[O:44] |f:6.7|. Reported procedure: A solution of 4-chloro-2-(4-fluoro-2-methyl-phenoxy)-N-(2-oxo-1H-pyridin-4-yl)benzamide (13a) (99 mg, 0.2656 mmol) and chloromethyl chloroformate (82.19 mg, 55.35 μL, 0.6374 mmol) in THF (2 mL) was added DMF (0.2 mL) and CH2Cl2 (0.5 mL) and was stirred at room temperature for 2 hours. The reaction mixture was diluted with EtOAc and the organic phase washed with sat. aq. NaHCO3, brine, dried with Na2SO4 and evaporated to dryness. The residue was taken up in DMF (1 mL), di-tert-butoxyphosphoryloxy... Reported procedure: A solution of 9.7 g. (0.025 mole) ethyl 3,4,5-tribromopyrazole-1-acetate in 125 ml. dry ether was mixed with a suspension of 1.9 g. (0.05 mole) lithium aluminum hydride in 50 ml. dry ether. The reaction mixture was heated at the reflux temperature for two hrs. and then cooled. Ethyl acetate (5 ml.) and then water (30 ml.) were added and after settling the ether portion was decanted. The ether solution was washed with two 40-ml. portions of water and dried over anhydrous sodium sulfate. After rem... Product: BrC1=NN(C=C1Br)CCO (3,4-dibromopyrazole-1-ethanol). As a reaction SMILES: [Br:1][C:2]1[C:6]([Br:7])=[C:5](Br)[N:4]([CH2:9][C:10](OCC)=[O:11])[N:3]=1.[H-].[Al+3].[Li+].[H-].[H-].[H-].C(OCC)(=O)C>CCOCC.O>[Br:1][C:2]1[C:6]([Br:7])=[CH:5][N:4]([CH2:9][CH2:10][OH:11])[N:3]=1 |f:1.2.3.4.5.6|. Solvent: CCOCC (ether), CCOCC (ether), O (water), CCOCC (ether). The reactants are BrC1=NN(C(=C1Br)Br)CC(=O)OCC (ethyl 3,4,5-tribromopyrazole-1-acetate), [H-].[Al+3].[Li+].[H-].[H-].[H-] (lithium aluminum hydride), C(C)(=O)OCC (Ethyl acetate). The yield is 75.0%. The reactants are COC(OC)c1cc(OC(C)=O)c2c(c1)N1CC3NC3C(OC(C)=O)(O1)C2COC(N)=O, CI, CC(=O)O, [H-], [Na+], C1CCOC1. The product is COC(OC)c1cc(OC(C)=O)c2c(c1)N1CC3C(N3C)C(OC(C)=O)(O1)C2COC(N)=O. As a reaction SMILES: [C:3]([CH3:4])(=[O:5])[O:6][c:7]1[cH:8][c:9]([CH:30]([O:31][CH3:32])[O:33][CH3:34])[cH:10][c:11]2[c:19]1[CH:18]([CH2:20][O:21][C:22]([NH2:23])=[O:24])[C:17]1([O:26][C:27]([CH3:28])=[O:29])[CH:16]3[CH:14]([CH2:13][N:12]2[O:25]1)[NH:15]3.[CH3:35][I:36].[CH3:37][C:38](=[O:39])[OH:40].[H-:1].[Na+:2].[O:41]1[CH2:42][CH2:43][CH2:44][CH2:45]1>>[C:3]([CH3:4])(=[O:5])[O:6][c:7]1[cH:8][c:9]([CH:30]([O:31][CH3:32])[O:33][CH3:34])[cH:10][c:11]2[c:19]1[CH:18]([CH2:20][O:21][C:22]([NH2:23])=[O:24])[C:17]1([O:26][C:27]([CH3:28])=[O:29])[CH:16]3[CH:14]([CH2:13][N:12]2[O:25]1)[N:15]3[CH3:37]. Reactants: CC#N, CO, C=C(CCl)C1C(C(C)OC(=O)OCc2ccccc2)C(=O)N1C(Cc1ccc(OC)cc1)Cc1ccc(OC)cc1, [NH4+], O=[N+]([O-])[O-], O. Yields the product C=C(CCl)C1NC(=O)C1C(C)OC(=O)OCc1ccccc1. As a reaction SMILES: [CH3:47][C:48]#[N:49].[CH3:51][OH:52].[Cl:1][CH2:2][C:3](=[CH2:4])[CH:5]1[CH:6]([CH:29]([CH3:30])[O:31][C:32](=[O:33])[O:34][CH2:35][c:36]2[cH:37][cH:38][cH:39][cH:40][cH:41]2)[C:7](=[O:28])[N:8]1[CH:9]([CH2:10][c:11]1[cH:12][cH:13][c:14]([O:15][CH3:16])[cH:17][cH:18]1)[CH2:19][c:20]1[cH:21][cH:22][c:23]([O:24][CH3:25])[cH:26][cH:27]1.[NH4+:42].[O-:43][N+:44](=[O:45])[O-:46].[OH2:50]>>[Cl:1][CH2:2][C:3](=[CH2:4])[CH:5]1[CH:6]([CH:29]([CH3:30])[O:31][C:32](=[O:33])[O:34][CH2:35][c:36]2[cH:37][cH:38][cH:39][cH:40][cH:41]2)[C:7](=[O:28])[NH:8]1. The reactants are ClC1=CC=C(C=C1)CCOCC(=O)O (2-(4-chlorophenyl)ethoxyacetic acid), [H-].[Li+] (lithium hydride). Product: ClC1=CC=C(C=C1)CCOCCO (2-[2-(4-chlorophenyl)-ethoxy]ethanol). Yield: 43.0%. RXN SMILES: [Cl:1][C:2]1[CH:7]=[CH:6][C:5]([CH2:8][CH2:9][O:10][CH2:11][C:12](O)=[O:13])=[CH:4][CH:3]=1.[H-].[Li+]>>[Cl:1][C:2]1[CH:3]=[CH:4][C:5]([CH2:8][CH2:9][O:10][CH2:11][CH2:12][OH:13])=[CH:6][CH:7]=1 |f:1.2|. Reported procedure: The 2-(4-chlorophenyl)ethoxyacetic acid obtained according to the preceding paragraph was reduced with lithium hydride in a manner analogous to that described in Example 1(b) to give 1.6 g (43%) of 2-[2-(4-chlorophenyl)-ethoxy]ethanol in the form of an oil which was homogeneous according to chromatography. Reactants: C(C1=CC=CC=C1)C1=NOC(=N1)C=CC1=CC(=C(C=C1)O[Si](C)(C)C(C)(C)C)O[Si](C)(C)C(C)(C)C (3-Benzyl-5-{2-[3,4-bis-(tert-butyl-dimethyl-silanyloxy)-phenyl]-vinyl}-[1,2,4]oxadiazole), compound, solution, CCCC[N+](CCCC)(CCCC)CCCC.[F-] (TBAF). Solvent: C1CCOC1 (THF), C1CCOC1 (THF). Reaction conditions: temperature 5 celsius, time 3 hour. The product is C(C1=CC=CC=C1)C1=NOC(=N1)C=CC=1C=C(C(=CC1)O)O (4-[2-(3-Benzyl-[1,2,4]oxadiazol-5-yl)-vinyl]benzene-1,2-diol). As a reaction SMILES: [CH2:1]([C:8]1[N:12]=[C:11]([CH:13]=[CH:14][C:15]2[CH:20]=[CH:19][C:18]([O:21][Si](C(C)(C)C)(C)C)=[C:17]([O:29][Si](C(C)(C)C)(C)C)[CH:16]=2)[O:10][N:9]=1)[C:2]1[CH:7]=[CH:6][CH:5]=[CH:4][CH:3]=1.CCCC[N+](CCCC)(CCCC)CCCC.[F-]>C1COCC1>[CH2:1]([C:8]1[N:12]=[C:11]([CH:13]=[CH:14][C:15]2[CH:16]=[C:17]([OH:29])[C:18]([OH:21])=[CH:19][CH:20]=2)[O:10][N:9]=1)[C:2]1[CH:7]=[CH:6][CH:5]=[CH:4][CH:3]=1 |f:1.2|. Procedure details: 3-Benzyl-5-{2-[3,4-bis-(tert-butyl-dimethyl-silanyloxy)-phenyl]-vinyl}-[1,2,4]oxadiazole (compound of Example 4, Method B, Step 1) (4.60 g, 8.79 mmol) was dissolved in THF (30 mL) and cooled to 5° C. This was followed by addition of 1 M solution of TBAF in THF (12.72 mL, 43.95 mL) over a period of 15 min and allowed to warm to room temperature. After 3 h stirring at room temperature, the solvent was evaporated and the reaction mixture was allowed to cool to room temperature. The reaction mixture... Starting materials: CCN(CC)C(=O)c1ncccc1OC(=S)N(CC)CC, [Li]CCCC, C1CCOC1, CC1(C)CCCC(C)(C)N1, [Cl-], [NH4+], Cc1ccc(S(=O)(=O)N=[N+]=[N-])cc1. The product is CCN(CC)C(=O)c1nccc(N=[N+]=[N-])c1OC(=S)N(CC)CC. Reaction SMILES: [CH2:16]([CH3:17])[N:18]([C:19]([c:20]1[c:21]([O:26][C:27]([N:28]([CH2:29][CH3:30])[CH2:31][CH3:32])=[S:33])[cH:22][cH:23][cH:24][n:25]1)=[O:34])[CH2:35][CH3:36].[CH2:1]([Li:2])[CH2:3][CH2:4][CH3:5].[CH2:52]1[O:53][CH2:54][CH2:55][CH2:56]1.[CH3:6][C:7]1([CH3:8])[CH2:9][CH2:10][CH2:11][C:12]([CH3:13])([CH3:14])[NH:15]1.[Cl-:50].[NH4+:51].[S:37]([c:38]1[cH:39][cH:40][c:41]([CH3:42])[cH:43][cH:44]1)(=[O:45])(=[O:46])[N:47]=[N+:48]=[N-:49]>>[CH2:16]([CH3:17])[N:18]([C:19]([c:20]1[c:21]([O:26][C:27]([N:28]([CH2:29][CH3:30])[CH2:31][CH3:32])=[S:33])[c:22]([N:47]=[N+:48]=[N-:49])[cH:23][cH:24][n:25]1)=[O:34])[CH2:35][CH3:36]. Reactants: N1C=CC=2C(=CC=CC12)C(=O)OC (methyl 1H-indole-4-carboxylate), P(=O)([O-])([O-])[O-].[K+].[K+].[K+] (potassium phosphate), CNCCNC (dimethylethylenediamine), N1[C@H](C(=O)O)CCC1 (L-proline), BrC1=CC=C(C=C1)F (1-bromo-4-fluorobenzene). Reagents/catalysts: [Cu](I)I (copper iodide). Run in CS(=O)C (DMSO), O1CCOCC1 (1,4-dioxane). Reaction conditions: temperature 110 celsius. The product is FC1=CC=C(C=C1)N1C=CC=2C(=CC=CC12)C(=O)OC (methyl 1-(4-fluorophenyl)-1H-indole-4-carboxylate). Isolated yield 68.3%. As a reaction SMILES: [NH:1]1[C:9]2[CH:8]=[CH:7][CH:6]=[C:5]([C:10]([O:12][CH3:13])=[O:11])[C:4]=2[CH:3]=[CH:2]1.P([O-])([O-])([O-])=O.[K+].[K+].[K+].CNCCNC.N1CCC[C@H]1C(O)=O.Br[C:37]1[CH:42]=[CH:41][C:40]([F:43])=[CH:39][CH:38]=1>CS(C)=O.O1CCOCC1.[Cu](I)I>[F:43][C:40]1[CH:41]=[CH:42][C:37]([N:1]2[C:9]3[CH:8]=[CH:7][CH:6]=[C:5]([C:10]([O:12][CH3:13])=[O:11])[C:4]=3[CH:3]=[CH:2]2)=[CH:38][CH:39]=1 |f:1.2.3.4|. Procedure: To a solution of methyl 1H-indole-4-carboxylate (3.0 g, 17.1 mmol) in DMSO (25 mL) and 1,4-dioxane (25 mL) in a sealed tube were added potassium phosphate (7.3 g, 34.3 mmol), dimethylethylenediamine (1.0 mL, 9.1 mmol), L-proline (1.1 g, 9.1 mmol), 1-bromo-4-fluorobenzene (1.3 mL, 11.42 mmol), and copper iodide (1.1 g, 5.7 mmol). The mixture was purged with argon gas; the tube was sealed and heated at 110° C. overnight. The reaction mixture was cooled down to rt, washed with water (100 mL) and th...